From a dataset of the Open Reaction Database (ORD), a public repository of structured organic reaction records. describe an organic reaction: reactants, conditions, products, and yield Starting materials: FC(C1=CC=C(C=C1)S(=O)(=O)OC1=C(C=CC=C1)C=NN)(F)F (2-[hydrazonomethyl]phenyl 4-(trifluoromethyl)benzenesulfonate), O1COC2=C1C=CC(=C2)CC(=O)O (1,3-benzodioxol-5-ylacetic acid), Cl.C(C)N=C=NCCCN(C)C (1-ethyl-3-(3-dimethylaminopropyl)carbodiimide hydrochloride). Reagents/catalysts: CN(C1=CC=NC=C1)C (4-dimethylaminopyridine). Solvent: CN(C)C=O (DMF), C(Cl)Cl (CH2Cl2). Reaction conditions: time 8 hour. Yields the product FC(C1=CC=C(C=C1)S(=O)(=O)OC1=C(C=CC=C1)/C=N/NC(CC1=CC2=C(OCO2)C=C1)=O)(F)F (2-((E)-{2-[2-(1,3-benzodioxol-5-yl)acetyl]hydrazono}methyl)phenyl 4-(trifluoromethyl)benzenesulfonate). RXN SMILES: [F:1][C:2]([F:23])([F:22])[C:3]1[CH:8]=[CH:7][C:6]([S:9]([O:12][C:13]2[CH:18]=[CH:17][CH:16]=[CH:15][C:14]=2[CH:19]=[N:20][NH2:21])(=[O:11])=[O:10])=[CH:5][CH:4]=1.[O:24]1[C:28]2[CH:29]=[CH:30][C:31]([CH2:33][C:34](O)=[O:35])=[CH:32][C:27]=2[O:26][CH2:25]1.Cl.C(N=C=NCCCN(C)C)C>CN(C=O)C.CN(C)C1C=CN=CC=1.C(Cl)Cl>[F:23][C:2]([F:1])([F:22])[C:3]1[CH:4]=[CH:5][C:6]([S:9]([O:12][C:13]2[CH:18]=[CH:17][CH:16]=[CH:15][C:14]=2/[CH:19]=[N:20]/[NH:21][C:34](=[O:35])[CH2:33][C:31]2[CH:30]=[CH:29][C:28]3[O:24][CH2:25][O:26][C:27]=3[CH:32]=2)(=[O:11])=[O:10])=[CH:7][CH:8]=1 |f:2.3|. Reported procedure: A solution of 2-[hydrazonomethyl]phenyl 4-(trifluoromethyl)benzenesulfonate (150 mg, 0.44 mmol) and 1,3-benzodioxol-5-ylacetic acid (1.2 equiv) in DMF (1 mL) is treated with a solution of 1-ethyl-3-(3-dimethylaminopropyl)carbodiimide hydrochloride (EDC) (167 mg, 0.87 mmol) and 4-dimethylaminopyridine (DMAP) (106 mg, 0.87 mmol) in CH2Cl2 (10 mL). The solution is shaken overnight on an orbital shaker. The solution is evaporated to dryness using a speed. Water is added to the mixture, which is then...